Dataset: the Open Reaction Database (ORD), a public repository of structured organic reaction records. Task: describe an organic reaction: reactants, conditions, products, and yield Reactants: [Cl-].[Al+3].[Cl-].[Cl-] (aluminum chloride), CCC1=CC=CC=C1 (polyethylbenzene), diethylbenzenes, triethylbenzenes. Run in C1=CC=CC=C1 (benzene). Product: C(C)C1=CC=CC=C1 (ethylbenzene), C=C (ethylene), [Cl-].[Al+3].[Cl-].[Cl-] (aluminum chloride). RXN SMILES: [Cl-:1].[Al+3:2].[Cl-].[Cl-].[CH3:5][CH2:6][C:7]1[CH:12]=[CH:11][CH:10]=[CH:9][CH:8]=1>C1C=CC=CC=1>[CH2:6]([C:7]1[CH:12]=[CH:11][CH:10]=[CH:9][CH:8]=1)[CH3:5].[CH2:5]=[CH2:6].[Cl-:1].[Al+3:2].[Cl-:1].[Cl-:1] |f:0.1.2.3,8.9.10.11|. Procedure details: In a reactor fitted with a stirrer and a reflux condenser were placed aluminum chloride and 250 g of the polyethylbenzene fraction (containing 91% of diethylbenzenes, 7% of triethylbenzenes, and 2% of others) obtained as by-product in the manufacture of ethylbenzene by the alkylation of benzene with ethylene in the presence of 25 g of aluminum chloride, the mixture was heated, and ethylene was supplied to the mixture at a given rate to effect the ethylation. The reactants are [OH-].[Na+] (sodium hydroxide), S1C=C(C=C1)C=1N=CC(=NC1)N1[C@@H]2CN([C@H](C1)C2)C(=O)OC(C)(C)C (2-[5-(3-thienyl)-2-pyrazinyl]-(1S,4S)-5-tert-butoxycarbonyl-2,5-diazabicyclo-[2.2.1]-heptane), FC(C(=O)O)(F)F (triflouroacetic acid). Reaction conditions: time 15 hour. Yields the product N (ammonia), C(\C=C\C(=O)O)(=O)O.S1C=C(C=C1)C=1N=CC(=NC1)N1[C@@H]2CN[C@H](C1)C2 (2-[5-(3-Thienyl)-2-pyrazinyl]-(1S,4S)-2,5-diazabicyclo-[2.2.1]-heptane fumaric acid salt). Reaction SMILES: [S:1]1[CH:5]=[CH:4][C:3]([C:6]2[N:7]=[CH:8][C:9]([N:12]3[CH2:17][C@@H:16]4[CH2:18][C@H:13]3[CH2:14][N:15]4C([O:21][C:22]([CH3:25])(C)C)=O)=[N:10][CH:11]=2)=[CH:2]1.F[C:27](F)(F)[C:28]([OH:30])=[O:29].[OH-:33].[Na+]>>[NH3:7].[C:28]([OH:30])(=[O:29])/[CH:27]=[CH:25]/[C:22]([OH:21])=[O:33].[S:1]1[CH:5]=[CH:4][C:3]([C:6]2[N:7]=[CH:8][C:9]([N:12]3[CH2:17][C@@H:16]4[CH2:18][C@H:13]3[CH2:14][NH:15]4)=[N:10][CH:11]=2)=[CH:2]1 |f:2.3,5.6|. Procedure details: A mixture of 2-[5-(3-thienyl)-2-pyrazinyl]-(1S,4S)-5-tert-butoxycarbonyl-2,5-diazabicyclo-[2.2.1]-heptane (1.4 g, 3.9 mmol), triflouroacetic acid (4.4 g, 39 mmol) was stirred for 15 hours. Aqueous sodium hydroxide (50 ml, 1 M) was added and the mixture was extracted with dichloromethane (2×30 ml). Chromatography on silica gel with dichloromethane, methanol and conc. ammonia (89:10:1) gave the title compound as free base. Yield 0.41 g (28%), Mp 208.4-208.9° C. The reactants are ClC1=NC=CC2=CC(=CC=C12)S(=O)(=O)N(C=1SC=CN1)CC1=CC=C(C=C1)OC (1-chloro-N-(4-methoxybenzyl)-N-(thiazol-2-yl)isoquinoline-6-sulfonamide), C([O-])([O-])=O.[K+].[K+] (potassium carbonate), O1CCOCC1 (dioxane), OC(C)(C)C1=C(C=CC=C1)B(O)O ((2-(2-hydroxypropan-2-yl)phenyl)boronic acid). Reagents/catalysts: C=1C=CC(=CC1)[P](C=2C=CC=CC2)(C=3C=CC=CC3)[Pd]([P](C=4C=CC=CC4)(C=5C=CC=CC5)C=6C=CC=CC6)([P](C=7C=CC=CC7)(C=8C=CC=CC8)C=9C=CC=CC9)[P](C=1C=CC=CC1)(C=1C=CC=CC1)C=1C=CC=CC1 (Pd(Ph3P)4). Solvent: O (Water). Yields the product OC(C)(C)C1=C(C=CC=C1)C1=NC=CC2=CC(=CC=C12)S(=O)(=O)NC=1SC=CN1 (1-(2-(2-HYDROXYPROPAN-2-YL)PHENYL)-N-(THIAZOL-2-YL)ISOQUINOLINE-6-SULFONAMIDE). Isolated yield 40.0%. As a reaction SMILES: Cl[C:2]1[C:11]2[C:6](=[CH:7][C:8]([S:12]([N:15](CC3C=CC(OC)=CC=3)[C:16]3[S:17][CH:18]=[CH:19][N:20]=3)(=[O:14])=[O:13])=[CH:9][CH:10]=2)[CH:5]=[CH:4][N:3]=1.C(=O)([O-])[O-].[K+].[K+].O1CCOCC1.[OH:42][C:43]([C:46]1[CH:51]=[CH:50][CH:49]=[CH:48][C:47]=1B(O)O)([CH3:45])[CH3:44]>C1C=CC([P]([Pd]([P](C2C=CC=CC=2)(C2C=CC=CC=2)C2C=CC=CC=2)([P](C2C=CC=CC=2)(C2C=CC=CC=2)C2C=CC=CC=2)[P](C2C=CC=CC=2)(C2C=CC=CC=2)C2C=CC=CC=2)(C2C=CC=CC=2)C2C=CC=CC=2)=CC=1.O>[OH:42][C:43]([C:46]1[CH:51]=[CH:50][CH:49]=[CH:48][C:47]=1[C:2]1[C:11]2[C:6](=[CH:7][C:8]([S:12]([NH:15][C:16]3[S:17][CH:18]=[CH:19][N:20]=3)(=[O:13])=[O:14])=[CH:9][CH:10]=2)[CH:5]=[CH:4][N:3]=1)([CH3:45])[CH3:44] |f:1.2.3,^1:58,60,79,98|. Procedure: To a microwave vial charged with 1-chloro-N-(4-methoxybenzyl)-N-(thiazol-2-yl)isoquinoline-6-sulfonamide (Intermediate JJJ; 50 mg, 0.112 mmol), potassium carbonate (77 mg, 0.561 mmol) and Pd(Ph3P)4 (12.96 mg, 0.011 mmol) was added dioxane (561 μl), (2-(2-hydroxypropan-2-yl)phenyl)boronic acid (20.18 mg, 0.112 mmol) and Water (187 μl) and irradiated at 100° C. for 30 min affording conversion to desired product (˜40%) with starting material remaining. To the mixture was added additional boronate (... Reactants: C(C)(C)(C)C(=O)CN1C(C(CN(C2=C1C=C(C=C2)C)C2=CC=CC=C2)NC([C@H](CC2=CC=CC=C2)NC(=O)OC(C)(C)C)=O)=O (1-tert-Butylcarbonylmethyl-2-oxo-3-[(2S)-(2-tert-butoxycarbonylamino-3-phenylpropionyl)amino]-5-phenyl-8-methyl-1,3,4,5-tetrahydro-2H-1,5-benzodiazepine). The solvent is Cl.O1CCOCC1 (HCl dioxane). Reaction conditions: time 1 hour. Product: C(C)(C)(C)C(=O)CN1C(C(CN(C2=C1C=C(C=C2)C)C2=CC=CC=C2)NC([C@H](CC2=CC=CC=C2)N)=O)=O ((−)-1-tert-butylcarbonylmethyl-2-oxo-3-[(2S)-(2-amino-3-phenylpropionyl)amino]-5-phenyl-8-methyl-1,3,4,5-tetrahydro-2H-1,5-benzodiazepine). Isolated yield 47.0%. RXN SMILES: [C:1]([C:5]([CH2:7][N:8]1[C:14]2[CH:15]=[C:16]([CH3:19])[CH:17]=[CH:18][C:13]=2[N:12]([C:20]2[CH:25]=[CH:24][CH:23]=[CH:22][CH:21]=2)[CH2:11][CH:10]([NH:26][C:27](=[O:44])[C@@H:28]([NH:36]C(OC(C)(C)C)=O)[CH2:29][C:30]2[CH:35]=[CH:34][CH:33]=[CH:32][CH:31]=2)[C:9]1=[O:45])=[O:6])([CH3:4])([CH3:3])[CH3:2]>Cl.O1CCOCC1>[C:1]([C:5]([CH2:7][N:8]1[C:14]2[CH:15]=[C:16]([CH3:19])[CH:17]=[CH:18][C:13]=2[N:12]([C:20]2[CH:25]=[CH:24][CH:23]=[CH:22][CH:21]=2)[CH2:11][CH:10]([NH:26][C:27](=[O:44])[C@@H:28]([NH2:36])[CH2:29][C:30]2[CH:35]=[CH:34][CH:33]=[CH:32][CH:31]=2)[C:9]1=[O:45])=[O:6])([CH3:4])([CH3:2])[CH3:3] |f:1.2|. Procedure details: 1-tert-Butylcarbonylmethyl-2-oxo-3-[(2S)-(2-tert-butoxycarbonylamino-3-phenylpropionyl)amino]-5-phenyl-8-methyl-1,3,4,5-tetrahydro-2H-1,5-benzodiazepine (8.06 g) was dissolved in 4N HCl-dioxane (40 ml), the solution was stirred for one hour at room temperature. The reaction mixture was concentrated under reduced pressure, neutralized with saturated aqueous sodium bicarbonate, and extracted with methylene chloride. The organic layer was dried over anhydrous sodium sulfate, the solvent was evapora... Reactants: pentafluorophenyl ester, C(C)(C)(C)OC(=O)N[C@@H](CCCCNC(=O)OCC1=CC=CC=C1)C(=O)O (tert.butyloxycarbonyl-Nε -benzyloxycarbonyl-lysine), N1[C@H](C(=O)N[C@@H](CCCNC(N)=N)C(=O)O)CCC1 (prolyl-arginine). The solvent is O1CCOCC1 (dioxane), O (water). Run at time 2 hour. The product is C(C)(C)(C)OC(=O)N[C@@H](CCCCNC(=O)OCC1=CC=CC=C1)C(=O)N1[C@H](C(=O)N[C@@H](CCCNC(N)=N)C(=O)O)CCC1 (Tert.butyloxycarbonyl-Nε -benzyloxycarbonyl-lysyl-prolyl-arginine). Yield: 74.0%. RXN SMILES: [NH:1]1[CH2:19][CH2:18][CH2:17][C@H:2]1[C:3]([NH:5][C@H:6]([C:14]([OH:16])=[O:15])[CH2:7][CH2:8][CH2:9][NH:10][C:11](=[NH:13])[NH2:12])=[O:4].[C:20]([O:24][C:25]([NH:27][C@H:28]([C:44](O)=[O:45])[CH2:29][CH2:30][CH2:31][CH2:32][NH:33][C:34]([O:36][CH2:37][C:38]1[CH:43]=[CH:42][CH:41]=[CH:40][CH:39]=1)=[O:35])=[O:26])([CH3:23])([CH3:22])[CH3:21]>O.O1CCOCC1>[C:20]([O:24][C:25]([NH:27][C@H:28]([C:44]([N:1]1[CH2:19][CH2:18][CH2:17][C@H:2]1[C:3]([NH:5][C@H:6]([C:14]([OH:16])=[O:15])[CH2:7][CH2:8][CH2:9][NH:10][C:11](=[NH:12])[NH2:13])=[O:4])=[O:45])[CH2:29][CH2:30][CH2:31][CH2:32][NH:33][C:34]([O:36][CH2:37][C:38]1[CH:39]=[CH:40][CH:41]=[CH:42][CH:43]=1)=[O:35])=[O:26])([CH3:23])([CH3:22])[CH3:21]. Reported procedure: 23 g (0.086 mol) of prolyl-arginine (2) are dissolved in 100 ml of water and to this solution under stirring there is added a solution of 53 g (0.1 mol) of pentafluorophenyl ester of tert.butyloxycarbonyl-Nε -benzyloxycarbonyl-lysine in 300 ml of dioxane. 2 hours thereafter the solvent is evaporated and the residue is dissolved in 150 ml of dimethylformamide and stirred at room temperature (20° C.) for 48 hours. Then dimethylformamide is evaporated to 1/3 of its volume and the solution is poured... Reactants: C(C)OC(=O)C1(CC1)C1=CC=C(C=C1)C1=CC=C(C=C1)C1=C(C(=NO1)C)C1OC1CCC1=CC=CC=C1 (1-{4′-[3-methyl-4-(3-phenethyl-oxiranyl)-isoxazol-5-yl]-biphenyl-4-yl}-cyclopropanecarboxylic acid ethyl ester), B(F)(F)F.CCOCC (boron trifluoride diethyl etherate). Run in CCOC(=O)C (EtOAc), O (H2O), C1=CC=CC=C1 (benzene). Run at time 1 hour. The product is C(C)OC(=O)C1(CC1)C1=CC=C(C=C1)C1=CC=C(C=C1)C1=C(C(=NO1)C)CC(CCC1=CC=CC=C1)=O (1-{4′-[3-Methyl-4-(2-oxo-4-phenyl-butyl)-isoxazol-5-yl]-biphenyl-4-yl}-cyclopropanecarboxylic acid ethyl ester). RXN SMILES: [CH2:1]([O:3][C:4]([C:6]1([C:9]2[CH:14]=[CH:13][C:12]([C:15]3[CH:20]=[CH:19][C:18]([C:21]4[O:25][N:24]=[C:23]([CH3:26])[C:22]=4[CH:27]4[CH:29]([CH2:30][CH2:31][C:32]5[CH:37]=[CH:36][CH:35]=[CH:34][CH:33]=5)[O:28]4)=[CH:17][CH:16]=3)=[CH:11][CH:10]=2)[CH2:8][CH2:7]1)=[O:5])[CH3:2].B(F)(F)F.CCOCC>C1C=CC=CC=1.CCOC(C)=O.O>[CH2:1]([O:3][C:4]([C:6]1([C:9]2[CH:14]=[CH:13][C:12]([C:15]3[CH:20]=[CH:19][C:18]([C:21]4[O:25][N:24]=[C:23]([CH3:26])[C:22]=4[CH2:27][C:29](=[O:28])[CH2:30][CH2:31][C:32]4[CH:37]=[CH:36][CH:35]=[CH:34][CH:33]=4)=[CH:17][CH:16]=3)=[CH:11][CH:10]=2)[CH2:8][CH2:7]1)=[O:5])[CH3:2] |f:1.2|. Procedure details: To a solution of 1-{4′-[3-methyl-4-(3-phenethyl-oxiranyl)-isoxazol-5-yl]-biphenyl-4-yl}-cyclopropanecarboxylic acid ethyl ester (0.421 g, 0.85 mmol) in benzene (4.2 mL) was added boron trifluoride diethyl etherate (1 M in Et2O, 0.94 mL, 0.94 mmol) and the reaction was stirred for 1 hour. The mixture was diluted with EtOAc and H2O, separated, and the aqueous layer was extracted with EtOAc. The combined organic layers were washed with brine, dried over MgSO4, filtered, and concentrated. The residu...